This data is from the Open Reaction Database (ORD), a public repository of structured organic reaction records. The task is: describe an organic reaction: reactants, conditions, products, and yield Reactants: CC(C)(C)Sc1c(Br)cccc1C=O, CC(C)O, Cl, NO, O. The product is CC(C)(C)Sc1c(Br)cccc1C=NO. Reaction SMILES: [Br:1][c:2]1[c:3]([S:10][C:11]([CH3:12])([CH3:13])[CH3:14])[c:4]([CH:5]=[O:6])[cH:7][cH:8][cH:9]1.[CH3:18][CH:19]([OH:20])[CH3:21].[ClH:15].[NH2:16][OH:17].[OH2:22]>>[Br:1][c:2]1[c:3]([S:10][C:11]([CH3:12])([CH3:13])[CH3:14])[c:4]([CH:5]=[N:16][OH:17])[cH:7][cH:8][cH:9]1. Reactants: C(=O)(N1C=NC=C1)N1C=NC=C1 (1,1'-Carbonyldiimidazole), C(C)(C)(C)OC(=O)N1CC(C=CC1)C(=O)O (1-tert-butoxycarbonyl-1,2,3,6-tetrahydropyridine-3-carboxylic acid), C(CC(O)(C(=O)O)CC(=O)O)(=O)O (citric acid), CO (methanol). The solvent is C(Cl)Cl (methylene chloride), C(Cl)Cl (methylene chloride). Conditions: time 1 hour. Product: C(C)(C)(C)OC(=O)N1CC(C=CC1)C(=O)OC (methyl 1-tert-butoxycarbonyl-1,2,3,6-tetrahydropyridine-3-carboxylate). RXN SMILES: [C:1](N1C=CN=C1)(N1C=CN=C1)=O.[C:13]([O:17][C:18]([N:20]1[CH2:25][CH:24]=[CH:23][CH:22]([C:26]([OH:28])=[O:27])[CH2:21]1)=[O:19])([CH3:16])([CH3:15])[CH3:14].CO.C(O)(=O)CC(CC(O)=O)(C(O)=O)O>C(Cl)Cl>[C:13]([O:17][C:18]([N:20]1[CH2:25][CH:24]=[CH:23][CH:22]([C:26]([O:28][CH3:1])=[O:27])[CH2:21]1)=[O:19])([CH3:16])([CH3:14])[CH3:15]. Procedure: 1,1'-Carbonyldiimidazole (4 g, 24.7 mmol) in methylene chloride (100 ml) was added dropwise to a solution of 1-tert-butoxycarbonyl-1,2,3,6-tetrahydropyridine-3-carboxylic acid (5 g, 22 mmol) in methylene chloride (200 ml) under a nitrogen atmosphere. Stirring was continued for 1 h followed by addition of methanol (300 ml), and reflux for 26 h. 10% aqueous citric acid (100 ml) was added and the mixture extracted with methylene chloride. The organic layer was dried over magnesium sulphate, evapora... Reactants: CC(C)(C)OC(=O)N1CCC(C#N)(c2cccc(C#N)c2)CC1, CCO, Cl, [H][H]. Yields the product CC(C)(C)OC(=O)N1CCC(C#N)(c2cccc(CN)c2)CC1. RXN SMILES: [C:1](#[N:2])[c:3]1[cH:4][c:5]([C:9]2([C:22]#[N:23])[CH2:10][CH2:11][N:12]([C:15](=[O:16])[O:17][C:18]([CH3:19])([CH3:20])[CH3:21])[CH2:13][CH2:14]2)[cH:6][cH:7][cH:8]1.[CH3:27][CH2:28][OH:29].[ClH:24].[H:25][H:26]>>[CH2:1]([NH2:2])[c:3]1[cH:4][c:5]([C:9]2([C:22]#[N:23])[CH2:10][CH2:11][N:12]([C:15](=[O:16])[O:17][C:18]([CH3:19])([CH3:20])[CH3:21])[CH2:13][CH2:14]2)[cH:6][cH:7][cH:8]1. The reactants are [H-].[Na+] (sodium hydride), COC(=O)CP(=O)(OC)OC (trimethyl phosphonoacetate), BrC1=CC=C(C=C1)C1=C(C(=NO1)C)C=O (5-(4-bromo-phenyl)-3-methyl-isoxazole-4-carbaldehyde). Solvent: C1CCOC1 (THF), C1CCOC1 (THF), C1CCOC1 (THF). The product is COC(\C=C\C=1C(=NOC1C1=CC=C(C=C1)Br)C)=O ((E)-3-[5-(4-Bromo-phenyl)-3-methyl-isoxazol-4-yl]-acrylic acid methyl ester). Reaction SMILES: [H-].[Na+].[CH3:3][O:4][C:5]([CH2:7]P(OC)(OC)=O)=[O:6].[Br:14][C:15]1[CH:20]=[CH:19][C:18]([C:21]2[O:25][N:24]=[C:23]([CH3:26])[C:22]=2[CH:27]=O)=[CH:17][CH:16]=1>C1COCC1>[CH3:3][O:4][C:5](=[O:6])/[CH:7]=[CH:27]/[C:22]1[C:23]([CH3:26])=[N:24][O:25][C:21]=1[C:18]1[CH:19]=[CH:20][C:15]([Br:14])=[CH:16][CH:17]=1 |f:0.1|. Procedure: To a solution of sodium hydride (60% in mineral oil, 0.471 g, 11.03 mmol) in THF (10 mL) at 0° C. was added trimethyl phosphonoacetate (1.1 mL, 7.58 mmol). Additional THF (15 mL) was added to facilitate stirring and the solution was warmed to room temperature over 15 minutes. After cooling to 0° C., 5-(4-bromo-phenyl)-3-methyl-isoxazole-4-carbaldehyde (1.834 g, 6.89 mmol) in THF (8 mL) was added and the reaction was stirred at room temperature for 10 minutes. The mixture was extracted with EtOAc... Reactants: O (Water), BrC1=C(C#N)C=C(C(=C1)F)F (2-bromo-4,5-difluorobenzonitrile), NC(C(=O)N)CC(F)(F)F (2-amino-4,4,4-trifluorobutanamide), CCN(C(C)C)C(C)C (DIEA). The solvent is CCOC(=O)C (EtOAc), CS(=O)C (DMSO). The product is BrC=1C(=CC(=C(C1)NC(C(=O)N)CC(F)(F)F)F)C#N (2-(5-bromo-4-cyano-2-fluorophenylamino)-4,4,4-trifluorobutanamide). The yield is 45.1%. As a reaction SMILES: [Br:1][C:2]1[CH:9]=[C:8](F)[C:7]([F:11])=[CH:6][C:3]=1[C:4]#[N:5].[NH2:12][CH:13]([CH2:17][C:18]([F:21])([F:20])[F:19])[C:14]([NH2:16])=[O:15].CCN(C(C)C)C(C)C.O>CS(C)=O.CCOC(C)=O>[Br:1][C:2]1[C:3]([C:4]#[N:5])=[CH:6][C:7]([F:11])=[C:8]([NH:12][CH:13]([CH2:17][C:18]([F:21])([F:20])[F:19])[C:14]([NH2:16])=[O:15])[CH:9]=1. Procedure details: A solution of 2-bromo-4,5-difluorobenzonitrile (123 mg, 0.564 mmol), 2-amino-4,4,4-trifluorobutanamide (88 mg, 0.564 mmol) and DIEA (0.250 mL, 1.43 mmol) in DMSO (4 mL) was stirred at 120 C for 18 h. Water and EtOAc were added. The organic phase was separated, dried over Na2SO4, concentrated in vacuo. The residue was purified by a silica gel column, which was eluted with 0-70% EtOAc in hexane to give 2-(5-bromo-4-cyano-2-fluorophenylamino)-4,4,4-trifluorobutanamide (90 mg). The reactants are NC1=CC(=C(C(=O)NC2CCN(CC2)C)C=C1Cl)F (4-amino-5-chloro-2-fluoro-N-(1-methyl-4-piperidyl)benzamide), NC1CCN(CC1)C (4-amino-1-methylpiperidine). The product is NC1=CC(=C(C(=O)NC2CCN(CC2)CC)C=C1Cl)F (4-amino-5-chloro-N-(1-ethyl-4-piperidyl)-2-fluoro-benzamide). Reaction SMILES: [NH2:1][C:2]1[C:17]([Cl:18])=[CH:16][C:5]([C:6]([NH:8][CH:9]2[CH2:14][CH2:13][N:12]([CH3:15])[CH2:11][CH2:10]2)=[O:7])=[C:4]([F:19])[CH:3]=1.N[CH:21]1CCN(C)CC1>>[NH2:1][C:2]1[C:17]([Cl:18])=[CH:16][C:5]([C:6]([NH:8][CH:9]2[CH2:14][CH2:13][N:12]([CH2:15][CH3:21])[CH2:11][CH2:10]2)=[O:7])=[C:4]([F:19])[CH:3]=1. Reported procedure: The title compound was prepared by an analogous method to the preparation of Intermediate 173, on a 2.64 mol scale, utilising 4-amino-1-methylpiperidine (Fluorochem; 508 mg, 3.96 mmol) after purification on a silica column (gradient (3-4% ammonia in methanol/DCM), as a pale brown foam (647 mg, 82%). The reactants are Cl (hydrochloric acid), OC1=C(C#N)C=CC=C1CC=1N=CNC1 (2-hydroxy-3-(1H-imidazol-4-ylmethyl)-benzonitrile), CO (methanol), O (water), Cl (hydrochloric acid). Reaction conditions: temperature 10 celsius, time 15 hour. Product: OC1=C(C=CC=C1CC=1N=CNC1)C(OC)=N (methyl 2-hydroxy-3-(1H-imidazol-4-ylmethyl-)benzenecarboximidate). RXN SMILES: [OH:1][C:2]1[C:9]([CH2:10][C:11]2[N:12]=[CH:13][NH:14][CH:15]=2)=[CH:8][CH:7]=[CH:6][C:3]=1[C:4]#[N:5].Cl.[OH2:17].[CH3:18]O>>[OH:1][C:2]1[C:9]([CH2:10][C:11]2[N:12]=[CH:13][NH:14][CH:15]=2)=[CH:8][CH:7]=[CH:6][C:3]=1[C:4](=[NH:5])[O:17][CH3:18]. Procedure details: A suspension of 19.9 g (0.1 mole) of 2-hydroxy-3-(1H-imidazol-4-ylmethyl)-benzonitrile (prepared in example 1.1 above) in 600 ml of methanol, cooled to 10° C., is saturated with gaseous hydrochloric acid. 60 ml of water are added, the suspension is cooled to -25° C. and is saturated once again with gaseous hydrochloric acid. The reaction mixture is kept at that temperature for 15 hours. The solution is evaporated and the residue is taken up in 500 ml of ice-cold water; the resulting suspension i...